The task is: describe an organic reaction: reactants, conditions, products, and yield. This data is from the Open Reaction Database (ORD), a public repository of structured organic reaction records. Starting materials: SC=1OC2=C(N1)C=C(C=C2Cl)Cl (2-mercapto-5,7-dichlorobenzoxazole), P(Cl)(Cl)(Cl)(Cl)Cl (Phosphorus pentachloride), CN1CCNCC1 (N-methylpiperazine). As a reaction SMILES: P(Cl)(Cl)(Cl)(Cl)Cl.S[C:8]1[O:9][C:10]2[C:16]([Cl:17])=[CH:15][C:14]([Cl:18])=[CH:13][C:11]=2[N:12]=1.[CH3:19][N:20]1[CH2:25][CH2:24][NH:23][CH2:22][CH2:21]1>C1(C)C=CC=CC=1>[CH3:19][N:20]1[CH2:25][CH2:24][N:23]([C:8]2[O:9][C:10]3[C:16]([Cl:17])=[CH:15][C:14]([Cl:18])=[CH:13][C:11]=3[N:12]=2)[CH2:22][CH2:21]1. Conditions: temperature 100 celsius. Procedure: Phosphorus pentachloride (454 mg) was dissolved in anhydrous toluene (6 ml), the resulting solution was mixed with 2-mercapto-5,7-dichlorobenzoxazole (400 mg) which has been obtained in the same manner as described in Reference Example 1, and the mixture was then stirred with heating at 100° C. for 2 hours. With cooling in an ice bath, to this was added dropwise N-methylpiperazine (2.0 ml). After 20 minutes of stirring, the thus obtained mixture was extracted with ethyl acetate, and the organic ... Product: CN1CCN(CC1)C=1OC2=C(N1)C=C(C=C2Cl)Cl (2-(4-methyl-1-piperazinyl)-5,7-dichlorobenzoxazole). Solvent: C1(=CC=CC=C1)C (toluene). Starting materials: ICCC (1-iodopropane), C(C)(=O)C=1C=CC(=C(C(=O)OC)C1)O (methyl 5-acetyl-2-hydroxybenzoate), ICCC (1-iodopropane), C([O-])([O-])=O.[K+].[K+] (potassium carbonate). Solvent: CC(CC)=O (2-butanone). Reaction conditions: time 24 hour. Product: C(C)(=O)C=1C=CC(=C(C(=O)OC)C1)OCCC (Methyl 5-acetyl -2-n-propoxybenzoate). Yield: 56.3%. Reaction SMILES: [C:1]([C:4]1[CH:5]=[CH:6][C:7]([OH:14])=[C:8]([CH:13]=1)[C:9]([O:11][CH3:12])=[O:10])(=[O:3])[CH3:2].I[CH2:16][CH2:17][CH3:18].C(=O)([O-])[O-].[K+].[K+]>CC(=O)CC>[C:1]([C:4]1[CH:5]=[CH:6][C:7]([O:14][CH2:16][CH2:17][CH3:18])=[C:8]([CH:13]=1)[C:9]([O:11][CH3:12])=[O:10])(=[O:3])[CH3:2] |f:2.3.4|. Procedure: A stirred mixture of methyl 5-acetyl-2-hydroxybenzoate (10 g, 0.0515 mol), 1-iodopropane (10.5 g, 0.0618 mol), anhydrous potassium carbonate (14.2 g, 0.103 mol) and 2-butanone (200 ml) was heated under reflux for 18 hours. A further quantity of 1-iodopropane (10.5 g, 0.0618 mol) was then added and heating under reflux continued for a further 24 hours. The solvent was removed by evaporation under vacuum and the residue partitioned between water (200 ml) and ethyl acetate (200 ml). The aqueous pha... Starting materials: BrC1=C(C(=C2N3CCC(OCCCC[C@@H](OC=4C=CC(=CC4C4=CC=CC(C5=CN2C1=N5)=C4)F)C)(CC3)C)[C@@H](C(=O)OC)OC(C)(C)C)C (methyl(2S)-2-[(22S)-5-bromo-17-fluoro-4,22,28-trimethyl-21,27-dioxa-1,7,34-triazahexacyclo[26.2.2.16,9.110,14.02,7.015,20]tetratriaconta-2,4,6(34),8,10(33),11,13,15(20),16,18-decaen-3-yl]-2-(tert-butoxy)acetate), C(C)(C)(C)O[C@H](C(=O)OC)C1=C2N3CCC(OCCCC[C@@H](OC=4C=CC(=CC4C4=CC=CC(C5=CN2C(C(=C1C)C=C)=N5)=C4)F)C)(CC3)C (methyl(2S)-2-(tert-butoxy)-2-[(22S)-5-ethenyl-17-fluoro-4,22,28-trimethyl-21,27-dioxa-1,7,34-triazahexacyclo[26.2.2.16,9.110,14.02,7.015,20]tetratriaconta-2,4,6(34),8,10(33),11,13,15(20),16,18-decaen-3-yl]acetate). Yields the product C(C)(C)(C)O[C@H](C(=O)OC)C1=C2N3CCC(OCCCC[C@@H](OC=4C=CC(=CC4C4=CC=CC(C5=CN2C(C(=C1C)C(=C)C)=N5)=C4)F)C)(CC3)C (Methyl(2S)-2-(tert-butoxy)-2-[(22S)-17-fluoro-4,22,28-trimethyl-5-(prop-1-en-2-yl)-21,27-dioxa-1,7,34-triazahexacyclo[26.2.2.16,9.110,14.02,7.015,20]tetratriaconta-2,4,6(34),8,10(33),11,13,15(20),16,18-decaen-3-yl]acetate). Isolated yield 80.0%. As a reaction SMILES: Br[C:2]1[C:31]2=[N:32][C:28]3=[CH:29][N:30]2[C:5]([N:6]2[CH2:37][CH2:36][C:9]([CH3:38])([O:10][CH2:11][CH2:12][CH2:13][CH2:14][C@H:15]([CH3:35])[O:16][C:17]4[CH:18]=[CH:19][C:20]([F:34])=[CH:21][C:22]=4[C:23]4[CH:33]=[C:27]3[CH:26]=[CH:25][CH:24]=4)[CH2:8][CH2:7]2)=[C:4]([C@H:39]([O:44][C:45]([CH3:48])([CH3:47])[CH3:46])[C:40]([O:42][CH3:43])=[O:41])[C:3]=1[CH3:49].[C:50](O[C@@H](C1C(C)=C(C=C)C2=NC3=CN2C=1N1CCC(C)(OCCCC[C@H](C)OC2C=CC(F)=CC=2C2C=C3C=CC=2)CC1)C(OC)=O)(C)([CH3:52])[CH3:51]>>[C:45]([O:44][C@@H:39]([C:4]1[C:3]([CH3:49])=[C:2]([C:50]([CH3:52])=[CH2:51])[C:31]2=[N:32][C:28]3=[CH:29][N:30]2[C:5]=1[N:6]1[CH2:37][CH2:36][C:9]([CH3:38])([O:10][CH2:11][CH2:12][CH2:13][CH2:14][C@H:15]([CH3:35])[O:16][C:17]2[CH:18]=[CH:19][C:20]([F:34])=[CH:21][C:22]=2[C:23]2[CH:33]=[C:27]3[CH:26]=[CH:25][CH:24]=2)[CH2:8][CH2:7]1)[C:40]([O:42][CH3:43])=[O:41])([CH3:47])([CH3:48])[CH3:46]. Procedure details: Prepared in 80% yield from methyl(2S)-2-[(22S)-5-bromo-17-fluoro-4,22,28-trimethyl-21,27-dioxa-1,7,34-triazahexacyclo[26.2.2.16,9.110,14.02,7.015,20]tetratriaconta-2,4,6(34),8,10(33),11,13,15(20),16,18-decaen-3-yl]-2-(tert-butoxy)acetate following the procedure for methyl(2S)-2-(tert-butoxy)-2-[(22S)-5-ethenyl-17-fluoro-4,22,28-trimethyl-21,27-dioxa-1,7,34-triazahexacyclo[26.2.2.16,9.110,14.02,7.015,20]tetratriaconta-2,4,6(34),8,10(33),11,13,15(20),16,18-decaen-3-yl]acetate. LCMS (ESI, M+1): 698... Reactants: [BH4-].[Na+] (sodium borohydride), [BH4-].[Na+] (Sodium borohydride), O[C@H]1C[C@@H]2CC[C@H]3[C@@H]4CC[C@@H]([C@@]4(C)CC([C@@H]3[C@]2(CC1)C)=O)C(=O)OC (methyl 3α-hydroxy-11-oxo-5α-androstane-17β-carboxylate). Run in O (water), O (water), CO (methanol). Conditions: time 10 minute. Yields the product O[C@H]1C[C@@H]2CC[C@H]3[C@@H]4CC[C@@H]([C@@]4(C)C[C@@H]([C@@H]3[C@]2(CC1)C)O)C(=O)OC (Methyl 3α,11β-dihydroxy-5α-androstane-17β-carboxylate). Yield: 64.0%. RXN SMILES: [BH4-].[Na+].[OH:3][C@@H:4]1[CH2:21][CH2:20][C@@:19]2([CH3:22])[C@@H:6]([CH2:7][CH2:8][C@@H:9]3[C@@H:18]2[C:17](=[O:23])[CH2:16][C@@:14]2([CH3:15])[C@H:10]3[CH2:11][CH2:12][C@@H:13]2[C:24]([O:26][CH3:27])=[O:25])[CH2:5]1>O.CO>[OH:3][C@@H:4]1[CH2:21][CH2:20][C@@:19]2([CH3:22])[C@@H:6]([CH2:7][CH2:8][C@@H:9]3[C@@H:18]2[C@@H:17]([OH:23])[CH2:16][C@@:14]2([CH3:15])[C@H:10]3[CH2:11][CH2:12][C@@H:13]2[C:24]([O:26][CH3:27])=[O:25])[CH2:5]1 |f:0.1|. Procedure: Sodium borohydride (1.24 g) in water (7 ml) was added to a solution of methyl 3α-hydroxy-11-oxo-5α-androstane-17β-carboxylate (2.58 g) in methanol (60 ml) and the mixture refluxed for 30 minutes. A further portion of sodium borohydride (200 mg) in a little water was added and refluxing continued for 10 minutes more. Most of the solvent was removed in vacuo and, after cooling, the crystalline product was collected by filtration. Recrystallization from aqueous methanol afforded title compound (1.6... Reactants: C(C)(C)(C)OC(=O)NCCOC1=NOC2=C1C=CC=C2C (3-(2-(N-t-butoxycarbonylamino)ethoxy)-7-methyl-1,2-benzisoxazole), C(CCC)[Li] (butyl lithium), ice water, CI (methyl iodide). The solvent is O1CCCC1 (tetrahydrofuran). Conditions: temperature -70 celsius. Yields the product C(C)(C)(C)OC(=O)NCCOC1=NOC2=C1C(=CC=C2C)C (3-(2-(N-t-Butoxycarbonylamino)ethoxy)-4,7-dimethyl-1,2-benzisoxazole). Yield: 80.0%. RXN SMILES: [C:1]([O:5][C:6]([NH:8][CH2:9][CH2:10][O:11][C:12]1[C:16]2[CH:17]=[CH:18][CH:19]=[C:20]([CH3:21])[C:15]=2[O:14][N:13]=1)=[O:7])([CH3:4])([CH3:3])[CH3:2].[CH2:22]([Li])CCC.CI>O1CCCC1>[C:1]([O:5][C:6]([NH:8][CH2:9][CH2:10][O:11][C:12]1[C:16]2[C:17]([CH3:22])=[CH:18][CH:19]=[C:20]([CH3:21])[C:15]=2[O:14][N:13]=1)=[O:7])([CH3:4])([CH3:3])[CH3:2]. Procedure details: To a solution of 3-(2-(N-t-butoxycarbonylamino)ethoxy)-7-methyl-1,2-benzisoxazole (0.15 g) in tetrahydrofuran (5 ml) was added butyl lithium (0.7 ml, 1.6M hexane solution) dropwise with stirring at -70° C. under nitrogen atmosphere, the mixture was stirred at the same temperature for 10 minutes, and then the temperature was raised to 0° C. After cooling the reaction mixture to -70° C., methyl iodide (0.11 g) was added and the temperature was allowed to rise to 0° C. The reaction mixture was pour...